From a dataset of the Open Reaction Database (ORD), a public repository of structured organic reaction records. describe an organic reaction: reactants, conditions, products, and yield Reactants: COc1cccc(C(=O)NN2CCCC2C(=O)OCc2ccccc2)c1, C1CCOC1, CCOC(C)=O, [Li+], [OH-], O, O. Yields the product COc1cccc(C(=O)NN2CCCC2C(=O)O)c1. Reaction SMILES: [CH2:1]([c:2]1[cH:3][cH:4][cH:5][cH:6][cH:7]1)[O:8][C:9](=[O:10])[CH:11]1[N:12]([NH:16][C:17]([c:18]2[cH:19][c:20]([O:24][CH3:25])[cH:21][cH:22][cH:23]2)=[O:26])[CH2:13][CH2:14][CH2:15]1.[CH2:30]1[O:31][CH2:32][CH2:33][CH2:34]1.[CH3:36][CH2:37][O:38][C:39](=[O:40])[CH3:41].[Li+:29].[OH-:28].[OH2:27].[OH2:35]>>[O:8]=[C:9]([OH:10])[CH:11]1[N:12]([NH:16][C:17]([c:18]2[cH:19][c:20]([O:24][CH3:25])[cH:21][cH:22][cH:23]2)=[O:26])[CH2:13][CH2:14][CH2:15]1. Starting materials: [N+](=O)([O-])C1=C(C=CC(=C1)NC(=O)OC(C)(C)C)O (2-Nitro-4-(1,1-dimethylethoxycarbonylamino)phenol), C([O-])([O-])=O.[Cs+].[Cs+] (cesium carbonate), BrCC(=O)OCC (ethyl bromoacetate). The solvent is CN(C)C=O (DMF). Conditions: time 10 minute. The product is [N+](=O)([O-])C1=C(OCC(=O)OCC)C=CC(=C1)NC(=O)OC(C)(C)C (Ethyl 2-(2-nitro-4-(1,1-dimethylethoxycarbonylamino)phenoxy)acetate). RXN SMILES: [N+:1]([C:4]1[CH:9]=[C:8]([NH:10][C:11]([O:13][C:14]([CH3:17])([CH3:16])[CH3:15])=[O:12])[CH:7]=[CH:6][C:5]=1[OH:18])([O-:3])=[O:2].C(=O)([O-])[O-].[Cs+].[Cs+].Br[CH2:26][C:27]([O:29][CH2:30][CH3:31])=[O:28]>CN(C=O)C>[N+:1]([C:4]1[CH:9]=[C:8]([NH:10][C:11]([O:13][C:14]([CH3:15])([CH3:17])[CH3:16])=[O:12])[CH:7]=[CH:6][C:5]=1[O:18][CH2:26][C:27]([O:29][CH2:30][CH3:31])=[O:28])([O-:3])=[O:2] |f:1.2.3|. Reported procedure: A solution of 5-1 (5 g, 19.7 mmol) in DMF (125 mL) was treated with cesium carbonate (3.17 g, 9.73 mmol), stirred for 10 minutes and treated with ethyl bromoacetate (2.2 mL, 19.8 mmol) at room temperature. After 1.5 hours the solution was concentrated under high vacuum and the residue was absorbed to silica gel and chromatographed in a gradient of 20 to 30% EtOAc/hexanes to give 5-2 as a bright yellow solid. Starting materials: Cc1c(Br)cccc1C(=O)N1CCN(CCO)CC1, COc1ccc(CN(Cc2ccc(OC)cc2)c2ncc(-c3nc(N4CCOCC4)nc4c3CCN4)cn2)cc1, COc1ccc(CN(Cc2ccc(OC)cc2)c2ncc(-c3nc(N4CCOCC4)nc4c3CCN4c3cccc(C(=O)N4CCN(CCO)CC4)c3C)cn2)cc1. Product: Cc1c(C(=O)N2CCN(CCO)CC2)cccc1N1CCc2c(-c3cnc(N)nc3)nc(N3CCOCC3)nc21. Reaction SMILES: [Br:41][c:42]1[c:43]([CH3:44])[c:45]([C:46]([N:47]2[CH2:48][CH2:49][N:50]([CH2:51][CH2:52][OH:53])[CH2:54][CH2:55]2)=[O:56])[cH:57][cH:58][cH:59]1.[CH3:1][O:2][c:3]1[cH:4][cH:5][c:6]([CH2:7][N:8]([CH2:9][c:10]2[cH:11][cH:12][c:13]([O:14][CH3:15])[cH:16][cH:17]2)[c:18]2[n:19][cH:20][c:21](-[c:22]3[c:23]4[c:27]([n:28][c:29]([N:30]5[CH2:31][CH2:32][O:33][CH2:34][CH2:35]5)[n:36]3)[NH:26][CH2:25][CH2:24]4)[cH:37][n:38]2)[cH:39][cH:40]1.[CH3:60][O:61][c:62]1[cH:63][cH:64][c:65]([CH2:66][N:67]([c:68]2[n:69][cH:70][c:71](-[c:74]3[c:75]4[c:76]([n:77][c:78]([N:80]5[CH2:81][CH2:82][O:83][CH2:84][CH2:85]5)[n:79]3)[N:86]([c:89]3[c:90]([CH3:106])[c:91]([C:95](=[O:96])[N:97]5[CH2:98][CH2:99][N:100]([CH2:103][CH2:104][OH:105])[CH2:101][CH2:102]5)[cH:92][cH:93][cH:94]3)[CH2:87][CH2:88]4)[cH:72][n:73]2)[CH2:107][c:108]2[cH:109][cH:110][c:111]([O:112][CH3:113])[cH:114][cH:115]2)[cH:116][cH:117]1>>[NH2:67][c:68]1[n:69][cH:70][c:71](-[c:74]2[c:75]3[c:76]([n:77][c:78]([N:80]4[CH2:81][CH2:82][O:83][CH2:84][CH2:85]4)[n:79]2)[N:86]([c:89]2[c:90]([CH3:106])[c:91]([C:95](=[O:96])[N:97]4[CH2:98][CH2:99][N:100]([CH2:103][CH2:104][OH:105])[CH2:101][CH2:102]4)[cH:92][cH:93][cH:94]2)[CH2:87][CH2:88]3)[cH:72][n:73]1. Reactants: CC1=C(C=CC=C1)N1CCC=2C(=NC=3C(=CC=CC3C21)OCC(F)(F)F)Cl (1-(2-Methylphenyl)-4-chloro-6-β,β,β-trifluoroethoxy-2,3-dihydropyrrolo[3,2-c]quinoline), CN (methylamine). Run in O (water). Conditions: temperature 180 celsius. Yields the product CC1=C(C=CC=C1)N1CCC=2C(=NC=3C(=CC=CC3C21)OCC(F)(F)F)NC (1-(2-methylphenyl)-4-methylamino-6-β,β,β-trifluoroethoxy-2,3-dihydropyrrolo[3,2-c]quinoline). RXN SMILES: [CH3:1][C:2]1[CH:7]=[CH:6][CH:5]=[CH:4][C:3]=1[N:8]1[C:20]2[C:19]3[CH:18]=[CH:17][CH:16]=[C:15]([O:21][CH2:22][C:23]([F:26])([F:25])[F:24])[C:14]=3[N:13]=[C:12](Cl)[C:11]=2[CH2:10][CH2:9]1.[CH3:28][NH2:29]>O>[CH3:1][C:2]1[CH:7]=[CH:6][CH:5]=[CH:4][C:3]=1[N:8]1[C:20]2[C:19]3[CH:18]=[CH:17][CH:16]=[C:15]([O:21][CH2:22][C:23]([F:26])([F:25])[F:24])[C:14]=3[N:13]=[C:12]([NH:29][CH3:28])[C:11]=2[CH2:10][CH2:9]1. Procedure: 1-(2-Methylphenyl)-4-chloro-6-β,β,β-trifluoroethoxy-2,3-dihydropyrrolo[3,2-c]quinoline(392 mg, 1.0 mmol) was dissolved in aqueous solution of methylamine(40%, 5.0 ml) and the reaction mixture was refluxed at 180° C. for 15 hours in the pressure tube. The reaction mixture was dissolved in water, extracted with dichloromethane, and the organic layer was washed with water for 3 times. The organic layer was dried over anhydrous magnesium sulfate, filtered, and concentrated under reduced pressure. Th... Reactants: CCN=C=NCCCN(C)C, CCN(C(C)C)C(C)C, O=C(O)c1c(F)cccc1F, O=C(NCC(=O)N1CCNCC1)c1ccc(-c2ccccc2)cc1, CN(C)C=O, O, On1nnc2ccccc21. Product: O=C(NCC(=O)N1CCN(C(=O)c2c(F)cccc2F)CC1)c1ccc(-c2ccccc2)cc1. Reaction SMILES: [CH3:31][CH2:32][N:33]=[C:34]=[N:35][CH2:36][CH2:37][CH2:38][N:39]([CH3:40])[CH3:41].[CH:1]([N:2]([CH2:3][CH3:4])[CH:5]([CH3:6])[CH3:7])([CH3:8])[CH3:9].[F:10][c:11]1[c:12]([C:13](=[O:14])[OH:15])[c:16]([F:20])[cH:17][cH:18][cH:19]1.[O:42]=[C:43]([CH2:44][NH:45][C:46](=[O:47])[c:48]1[cH:49][cH:50][c:51](-[c:54]2[cH:55][cH:56][cH:57][cH:58][cH:59]2)[cH:52][cH:53]1)[N:60]1[CH2:61][CH2:62][NH:63][CH2:64][CH2:65]1.[O:66]=[CH:67][N:68]([CH3:69])[CH3:70].[OH2:71].[OH:21][n:22]1[c:23]2[c:24]([cH:25][cH:26][cH:27][cH:28]2)[n:29][n:30]1>>[F:10][c:11]1[c:12]([C:13](=[O:15])[N:63]2[CH2:62][CH2:61][N:60]([C:43](=[O:42])[CH2:44][NH:45][C:46](=[O:47])[c:48]3[cH:49][cH:50][c:51](-[c:54]4[cH:55][cH:56][cH:57][cH:58][cH:59]4)[cH:52][cH:53]3)[CH2:65][CH2:64]2)[c:16]([F:20])[cH:17][cH:18][cH:19]1. Starting materials: O=C(O)c1ccc(Cl)s1, Cn1cc(CN)nc1-c1ccc(I)cc1, CN(C)C=O. Reaction SMILES: [Cl:1][c:2]1[cH:3][cH:4][c:5]([C:7](=[O:8])[OH:9])[s:6]1.[I:10][c:11]1[cH:12][cH:13][c:14](-[c:17]2[n:18]([CH3:24])[cH:19][c:20]([CH2:22][NH2:23])[n:21]2)[cH:15][cH:16]1.[O:25]=[CH:26][N:27]([CH3:28])[CH3:29]>>[Cl:1][c:2]1[cH:3][cH:4][c:5]([C:7](=[O:9])[NH:23][CH2:22][c:20]2[cH:19][n:18]([CH3:24])[c:17](-[c:14]3[cH:13][cH:12][c:11]([I:10])[cH:16][cH:15]3)[n:21]2)[s:6]1. Yields the product Cn1cc(CNC(=O)c2ccc(Cl)s2)nc1-c1ccc(I)cc1.